From a dataset of the Open Reaction Database (ORD), a public repository of structured organic reaction records. describe an organic reaction: reactants, conditions, products, and yield The reactants are BrC1=CC=2C(=NC=C(N2)CCC2=CC(=CC(=C2)OC)OC)N1 (6-bromo-2-[2-(3,5-dimethoxyphenyl)ethyl]-5H-pyrrolo[2,3-b]pyrazine), CC1(OB(OC1(C)C)C=1C=C(C=CC1)N1CCNCC1)C (1-[3-(4,4,5,5-tetramethyl-1,3,2-dioxaborolan-2-yl)phenyl]piperazine). Product: COC=1C=C(CCC=2N=C3C(=NC2)NC(=C3)C3=CC(=CC=C3)N3CCNCC3)C=C(C1)OC (2-(3,5-Dimethoxyphenethyl)-6-(3-(piperazin-1-yl)phenyl)-5H-pyrrolo[2,3-b]pyrazine). As a reaction SMILES: Br[C:2]1[NH:22][C:5]2=[N:6][CH:7]=[C:8]([CH2:10][CH2:11][C:12]3[CH:17]=[C:16]([O:18][CH3:19])[CH:15]=[C:14]([O:20][CH3:21])[CH:13]=3)[N:9]=[C:4]2[CH:3]=1.CC1(C)C(C)(C)OB([C:31]2[CH:32]=[C:33]([N:37]3[CH2:42][CH2:41][NH:40][CH2:39][CH2:38]3)[CH:34]=[CH:35][CH:36]=2)O1>>[CH3:21][O:20][C:14]1[CH:13]=[C:12]([CH:17]=[C:16]([O:18][CH3:19])[CH:15]=1)[CH2:11][CH2:10][C:8]1[N:9]=[C:4]2[CH:3]=[C:2]([C:31]3[CH:36]=[CH:35][CH:34]=[C:33]([N:37]4[CH2:38][CH2:39][NH:40][CH2:41][CH2:42]4)[CH:32]=3)[NH:22][C:5]2=[N:6][CH:7]=1. Procedure details: The compound was prepared by using procedures analogous to those described for the synthesis of Example 53, Step 2 starting from 6-bromo-2-[2-(3,5-dimethoxyphenyl)ethyl]-5H-pyrrolo[2,3-b]pyrazine and 1-[3-(4,4,5,5-tetramethyl-1,3,2-dioxaborolan-2-yl)phenyl]piperazine. LCMS calculated for C26H30N5O2(M+H)+: m/z=444.2. Found 444.2.